Dataset: the Open Reaction Database (ORD), a public repository of structured organic reaction records. Task: describe an organic reaction: reactants, conditions, products, and yield Reaction SMILES: [C:62](=[O:63])([O-:64])[OH:65].[CH2:1]([CH3:2])[O:3][c:4]1[n:5][c:6]2[c:7]([n:8]1[CH2:9][c:10]1[cH:11][cH:12][c:13](-[c:16]3[c:17](-[c:22]4[n:23][n:24][n:25][n:26]4[C:27]([c:28]4[cH:29][cH:30][cH:31][cH:32][cH:33]4)([c:34]4[cH:35][cH:36][cH:37][cH:38][cH:39]4)[c:40]4[cH:41][cH:42][cH:43][cH:44][cH:45]4)[cH:18][cH:19][cH:20][cH:21]3)[cH:14][cH:15]1)[c:46]([C:50](=[O:51])[O:52][CH2:53][O:54][C:55]([C:56]([CH3:57])([CH3:58])[CH3:59])=[O:60])[cH:47][cH:48][cH:49]2.[CH2:69]([Cl:70])[Cl:71].[CH3:72][OH:73].[CH3:75][CH2:76][O:77][C:78](=[O:79])[CH3:80].[Cl-:67].[ClH:61].[Na+:66].[Na+:68].[OH2:74]>>[CH2:1]([CH3:2])[O:3][c:4]1[n:5][c:6]2[c:7]([n:8]1[CH2:9][c:10]1[cH:11][cH:12][c:13](-[c:16]3[c:17](-[c:22]4[n:23][n:24][n:25][nH:26]4)[cH:18][cH:19][cH:20][cH:21]3)[cH:14][cH:15]1)[c:46]([C:50](=[O:51])[O:52][CH2:53][O:54][C:55]([C:56]([CH3:57])([CH3:58])[CH3:59])=[O:60])[cH:47][cH:48][cH:49]2. The product is CCOc1nc2cccc(C(=O)OCOC(=O)C(C)(C)C)c2n1Cc1ccc(-c2ccccc2-c2nnn[nH]2)cc1. The reactants are O=C([O-])O, CCOc1nc2cccc(C(=O)OCOC(=O)C(C)(C)C)c2n1Cc1ccc(-c2ccccc2-c2nnnn2C(c2ccccc2)(c2ccccc2)c2ccccc2)cc1, ClCCl, CO, CCOC(C)=O, [Cl-], Cl, [Na+], [Na+], O. Starting materials: OC1(CC2=C(OC3=C1C=CC=C3)C=CC=C2)CN (10,11-Dihydro-10-hydroxy-dibenz[b,f]oxepine-10-methanamine). The solvent is O (water), C(C)(=O)O (acetic acid). Product: C1=CC=CC2=C1OC1=C(CC(C2)=O)C=CC=C1 (5H-dibenz[b,g]oxocin-6(7H)-one). The yield is 78.5%. RXN SMILES: [OH:1][C:2]1([CH2:17]N)[C:8]2[CH:9]=[CH:10][CH:11]=[CH:12][C:7]=2[O:6][C:5]2[CH:13]=[CH:14][CH:15]=[CH:16][C:4]=2[CH2:3]1>O.C(O)(=O)C>[CH:13]1[C:5]2[O:6][C:7]3[CH:8]=[CH:9][CH:10]=[CH:11][C:12]=3[CH2:17][C:2](=[O:1])[CH2:3][C:4]=2[CH:16]=[CH:15][CH:14]=1. Procedure details: 10,11-Dihydro-10-hydroxy-dibenz[b,f]oxepine-10-methanamine (46.6 g - as prepared in example A) was dissolved in a mixture of water (940 ml) and acetic acid (23 ml), and the solution was filtered and cooled below 5° C. To this cooled solution was quickly added a solution of sodium nitrite (20.5 g) in the minimum of water, the cooling was then removed, and the mixture was allowed to stand at ambient temperature for eighteen hours. The product was filtered, dissolved in dichloromethane, and the sol... The reactants are Cl (hydrochloric acid), BrCC(=O)C1=CC(=C(C=C1)Cl)S(N)(=O)=O (2-Bromo-4'-chloro-3'-sulfamoylacetophenone), C(C=1C(O)=CC=CC1)=O (salicylaldehyde), C([O-])([O-])=O.[K+].[K+] (potassium carbonate). The solvent is CN(C=O)C (dimethyl formamide). Product: ClC1=C(C=C(C(=O)C2=CC3=C(O2)C=CC=C3)C=C1)S(N)(=O)=O (2-(4-Chloro-3-sulfamoylbenzoyl)-benzo[b]furan). As a reaction SMILES: Br[CH2:2][C:3]([C:5]1[CH:10]=[CH:9][C:8]([Cl:11])=[C:7]([S:12](=[O:15])(=[O:14])[NH2:13])[CH:6]=1)=[O:4].[CH:16](=O)[C:17]1[C:18](=[CH:20][CH:21]=[CH:22][CH:23]=1)[OH:19].C(=O)([O-])[O-].[K+].[K+].Cl>CN(C)C=O>[Cl:11][C:8]1[CH:9]=[CH:10][C:5]([C:3]([C:2]2[O:19][C:18]3[CH:20]=[CH:21][CH:22]=[CH:23][C:17]=3[CH:16]=2)=[O:4])=[CH:6][C:7]=1[S:12](=[O:15])(=[O:14])[NH2:13] |f:2.3.4|. Reported procedure: 4 g 2-Bromo-4'-chloro-3'-sulfamoylacetophenone and 1.63 g salicylaldehyde are maintained for 2 hours with agitation and with exclusion of moisture at a temperature of 80° C. in 50 ml anhydrous dimethyl formamide, in the presence of 2.9 g potassium carbonate ground under anhydrous conditions. After cooling, the batch is poured into a mixture of icewater and excess hydrochloric acid, extracted with ethyl acetate and dried over sodium sulfate. After having distilled off the solvent, crystallization... Starting materials: CCOC(C)=O, CN(C)C1(c2ccccc2)CCC(NC(=O)CCCC(=O)c2ccccc2)CC1, C[Si](C)(C)Cl, Cl, O. Reaction SMILES: [CH2:37]([O:38][C:39](=[O:40])[CH3:41])[CH3:42].[CH3:2][N:3]([C:4]1([c:24]2[cH:25][cH:26][cH:27][cH:28][cH:29]2)[CH2:5][CH2:6][CH:7]([NH:10][C:11]([CH2:12][CH2:13][CH2:14][C:15]([c:16]2[cH:17][cH:18][cH:19][cH:20][cH:21]2)=[O:22])=[O:23])[CH2:8][CH2:9]1)[CH3:30].[Cl:32][Si:33]([CH3:34])([CH3:35])[CH3:36].[ClH:1].[OH2:31]>>[CH3:2][N:3]([C:4]1([c:24]2[cH:25][cH:26][cH:27][cH:28][cH:29]2)[CH2:5][CH2:6][CH:7]([NH:10][C:11]([CH2:12][CH2:13][CH2:14][C:15]([c:16]2[cH:17][cH:18][cH:19][cH:20][cH:21]2)=[O:22])=[O:23])[CH2:8][CH2:9]1)[CH3:30].[ClH:32]. Yields the product CN(C)C1(c2ccccc2)CCC(NC(=O)CCCC(=O)c2ccccc2)CC1, Cl. The reactants are C[C@@H]1CN(C[C@@H](N1)C)CC(=O)NC1=C(C(=CC=C1)OC)C (cis-[3,5-Dimethylpiperazin-1-yl]-N-(3-methoxy-2-methylphenyl)acetamide), C(#N)C=1C=C(C=CC1)S(=O)(=O)Cl (3-cyanobenzenesulphonyl chloride). Yields the product C(#N)C=1C=C(C=CC1)S(=O)(=O)N1[C@@H](CN(C[C@@H]1C)CC(=O)NC1=C(C(=CC=C1)OC)C)C (cis-2-[4-(3-Cyanobenzenesulphonyl)-3,5-dimethylpiperazin-1-yl]-N-(3-methoxy-2-methylphenyl)acetamide). As a reaction SMILES: [CH3:1][C@H:2]1[NH:7][C@@H:6]([CH3:8])[CH2:5][N:4]([CH2:9][C:10]([NH:12][C:13]2[CH:18]=[CH:17][CH:16]=[C:15]([O:19][CH3:20])[C:14]=2[CH3:21])=[O:11])[CH2:3]1.[C:22]([C:24]1[CH:25]=[C:26]([S:30](Cl)(=[O:32])=[O:31])[CH:27]=[CH:28][CH:29]=1)#[N:23]>>[C:22]([C:24]1[CH:25]=[C:26]([S:30]([N:7]2[C@@H:6]([CH3:8])[CH2:5][N:4]([CH2:9][C:10]([NH:12][C:13]3[CH:18]=[CH:17][CH:16]=[C:15]([O:19][CH3:20])[C:14]=3[CH3:21])=[O:11])[CH2:3][C@H:2]2[CH3:1])(=[O:32])=[O:31])[CH:27]=[CH:28][CH:29]=1)#[N:23]. Reported procedure: The title compound was prepared from the product of Example 65 step (i) (0.503 mmol) and 3-cyanobenzenesulphonyl chloride (0.503 mmol) by the method of Example 58 step (ii) as a white solid. Yield: 21 mg The reactants are COC(CCCN[C@@H](CC)C(N)=O)=O (methyl-(S)-4-(1-carbamoylpropylamino)butyrate). Run in C1(=CC=CC=C1)C (toluene). Run at temperature 92 celsius. The product is O=C1N(CCC1)[C@H](C(=O)N)CC ((S)-2-(2-oxopyrrolidin-1-yl)butyramide). As a reaction SMILES: C[O:2][C:3](=O)[CH2:4][CH2:5][CH2:6][NH:7][C@H:8]([C:11](=[O:13])[NH2:12])[CH2:9][CH3:10]>C1(C)C=CC=CC=1>[O:2]=[C:3]1[CH2:4][CH2:5][CH2:6][N:7]1[C@@H:8]([CH2:9][CH3:10])[C:11]([NH2:12])=[O:13]. Reported procedure: To the crude methyl-(S)-4-(1-carbamoylpropylamino)butyrate (VIg) in toluene (25 ml) is added hydroxypyrridine (0.7 g, 30 mol %). The mixture is heated to 92° C. until complete conversion. After 17 hours the mixture is concentrated to dryness to yield (S)-2-(2-oxopyrrolidin-1-yl)butyramide.